This data is from the Open Reaction Database (ORD), a public repository of structured organic reaction records. The task is: describe an organic reaction: reactants, conditions, products, and yield Reactants: C1=CCCCCC1 (cycloheptene), C(C)(C)(C)O[K] (tBuOK), CCCCCC (Hexane), C(Br)(Br)Br (CHBr3). Run in CCCCC (Pentane). Reaction conditions: temperature 0 celsius, time 8 hour. The product is BrC1(C2CCCCCC12)Br (8,8-dibromobicyclo[5.1.0]octane). As a reaction SMILES: [CH:1]1[CH2:7][CH2:6][CH2:5][CH2:4][CH2:3][CH:2]=1.C(O[K])(C)(C)C.[CH:14](Br)([Br:16])[Br:15].CCCCCC>CCCCC>[Br:15][C:14]1([Br:16])[CH:7]2[CH:1]1[CH2:2][CH2:3][CH2:4][CH2:5][CH2:6]2. Procedure: To a magnetically stirred solution of cycloheptene (500 mg, 5.20 mmol, 1 eq) in dry Pentane (52 ml) under Ar atmosphere, tBuOK (671 mg, 5.98 mmol, 1.15 eq) was added. Suspension was cooled to 0° C. and CHBr3 (466 μl, 5.20 mmol, 1 eq) was added in a time period of six hours. Then the solution was warmed to Room Temperature (RT) and the resulting dark-brown solution was stirred overnight at RT. Reaction was controlled by TLC (Hexane as eluent) and was quenched with water (10 ml) and concentrated H... The reactants are COC(C1=C(C=CC(=C1)C)NC(C1=CC=C(C=C1)Cl)=O)=O (2-(4-chloro-benzoylamino)-5-methyl-benzoic acid methyl ester), BrN1C(CCC1=O)=O (N-bromosuccinimide), C(C1=CC=CC=C1)(=O)OOC(C1=CC=CC=C1)=O (benzoyl peroxide). Run in C1=CC=CC=C1 (benzene), CCOC(=O)C (EtOAc). The product is COC(C1=C(C=CC(=C1)CBr)NC(C1=CC=C(C=C1)Cl)=O)=O (5-bromomethyl-2-(4-chloro-benzoylamino)-benzoic acid methyl ester). Reaction SMILES: [CH3:1][O:2][C:3](=[O:21])[C:4]1[CH:9]=[C:8]([CH3:10])[CH:7]=[CH:6][C:5]=1[NH:11][C:12](=[O:20])[C:13]1[CH:18]=[CH:17][C:16]([Cl:19])=[CH:15][CH:14]=1.[Br:22]N1C(=O)CCC1=O.C(OOC(=O)C1C=CC=CC=1)(=O)C1C=CC=CC=1>C1C=CC=CC=1.CCOC(C)=O>[CH3:1][O:2][C:3](=[O:21])[C:4]1[CH:9]=[C:8]([CH2:10][Br:22])[CH:7]=[CH:6][C:5]=1[NH:11][C:12](=[O:20])[C:13]1[CH:18]=[CH:17][C:16]([Cl:19])=[CH:15][CH:14]=1. Reported procedure: To a solution of compound 11.1 (1.0 mmol) in benzene (2.0 mL) is added N-bromosuccinimide (1 equivalent) and benzoyl peroxide (0.33 equivalent). The reaction mixture is refluxed overnight under N2. After cooling to room temperature, the solution is diluted with EtOAc, washed with H2O, brine, dried, filtered and concentrated under reduced pressure. The crude product is purified by flash column chromatography on silica gel to provide 5-bromomethyl-2-(4-chloro-benzoylamino)-benzoic acid methyl este... Reactants: CCO, CCCOc1sc(C(C)(C)C)cc1-c1nc(N)c(N=O)c(=O)[nH]1, [Na+], [Na+], O, O=S([O-])S(=O)[O-]. Product: CCCOc1sc(C(C)(C)C)cc1-c1nc(N)c(N)c(=O)[nH]1. As a reaction SMILES: [CH3:24][CH2:25][OH:26].[NH2:1][c:2]1[n:3][c:4](-[c:11]2[c:12]([O:20][CH2:21][CH2:22][CH3:23])[s:13][c:14]([C:16]([CH3:17])([CH3:18])[CH3:19])[cH:15]2)[nH:5][c:6](=[O:10])[c:7]1[N:8]=[O:9].[Na+:33].[Na+:34].[OH2:35].[S:27]([S:28]([O-:29])=[O:30])([O-:31])=[O:32]>>[NH2:1][c:2]1[n:3][c:4](-[c:11]2[c:12]([O:20][CH2:21][CH2:22][CH3:23])[s:13][c:14]([C:16]([CH3:17])([CH3:18])[CH3:19])[cH:15]2)[nH:5][c:6](=[O:10])[c:7]1[NH2:8]. Starting materials: O1C2C(C3=CC=CC=C3C(C21)=O)=O (2,3-epoxy-2,3-dihydro-1,4-naphthoquinone), CCOC(=O)N1CCNCC1 (ethyl-N-piperazinocarboxylate). The solvent is C(C)O (ethanol). Run at time 24 hour. Product: OC1=C(C(C2=CC=CC=C2C1=O)=O)N1CCN(CC1)C(=O)OCC (4-(1,4-Dihydro-3-hydroxy-1,4-dioxo-2-naphthalenyl)-1-piperazinecarboxylic acid, ethyl ester). The yield is 44.9%. Reaction SMILES: [O:1]1[CH:11]2[CH:2]1[C:3](=[O:13])[C:4]1[C:9]([C:10]2=[O:12])=[CH:8][CH:7]=[CH:6][CH:5]=1.[CH3:14][CH2:15][O:16][C:17]([N:19]1[CH2:24][CH2:23][NH:22][CH2:21][CH2:20]1)=[O:18]>C(O)C>[OH:1][C:11]1[C:10](=[O:12])[C:9]2[C:4](=[CH:5][CH:6]=[CH:7][CH:8]=2)[C:3](=[O:13])[C:2]=1[N:22]1[CH2:21][CH2:20][N:19]([C:17]([O:16][CH2:15][CH3:14])=[O:18])[CH2:24][CH2:23]1. Procedure details: A mixture of 1.174 g of 2,3-epoxy-2,3-dihydro-1,4-naphthoquinone, 1.58 g of ethyl-N-piperazinocarboxylate and 100 ml of absolute ethanol was stirred for 24 hours, then evaporated. The residue was chromatographed on silica gel, eluting with 5% methanol in chloroform, giving 1.0 g of the desired product,, mp 115-118°C. Reactants: CS(=O)(=O)c1ncc(C(F)(F)F)cn1, O=C1CC2CCC(C1)N2. The product is O=C1CC2CCC(C1)N2c1ncc(C(F)(F)F)cn1. RXN SMILES: [CH3:1][S:2](=[O:3])(=[O:4])[c:5]1[n:6][cH:7][c:8]([C:11]([F:12])([F:13])[F:14])[cH:9][n:10]1.[CH:15]12[CH2:16][C:17](=[O:23])[CH2:18][CH:19]([CH2:20][CH2:21]1)[NH:22]2>>[c:5]1([N:22]2[CH:15]3[CH2:16][C:17](=[O:23])[CH2:18][CH:19]2[CH2:20][CH2:21]3)[n:6][cH:7][c:8]([C:11]([F:12])([F:13])[F:14])[cH:9][n:10]1. Starting materials: water ice, BrC=1C=C(C(=NC1)N)C#CC (5-Bromo-3-prop-1-ynyl-pyridin-2-ylamine), solution, CC(C)([O-])C.[K+] (potassium tert-butoxide). Run in C(C)(C)(C)O (tert-butanol). Product: BrC=1C=C2C(=NC1)NC(=C2)C (5-Bromo-2-methyl-1H-pyrrolo[2,3-b]pyridine). The yield is 97.5%. RXN SMILES: [Br:1][C:2]1[CH:3]=[C:4]([C:9]#[C:10][CH3:11])[C:5]([NH2:8])=[N:6][CH:7]=1.CC(C)([O-])C.[K+]>C(O)(C)(C)C>[Br:1][C:2]1[CH:3]=[C:4]2[CH:9]=[C:10]([CH3:11])[NH:8][C:5]2=[N:6][CH:7]=1 |f:1.2|. Procedure: 5-Bromo-3-prop-1-ynyl-pyridin-2-ylamine (91 g, 431 mmol) was treated with a 1M solution of potassium tert-butoxide in tert-butanol (700 mL) and the reaction mixture was heated at 85 OC for 1 hour. The mixture was then allowed to cool to ambient temperature and poured onto a 1:1 mixture of water/ice (ca. 1 L). The resultant precipitate was collected by filtration, washed with water and left to air dry. The resultant solid was dissolved in dichloromethane, dried (Na2SO4) and evaporated then tritur... Reactants: [Si](C)(C)(C(C)(C)C)OCCC[C@@]1(CCN(C(O1)=O)[C@@H](C)C1=CC=C(C=C1)COC)C1=CC=CC=C1 ((R)-6-(3-(tert-butyldimethylsilyloxy)propyl)-3-((S)-1-(4-(methoxymethyl)phenyl)ethyl)-6-phenyl-1,3-oxazinan-2-one), CCCC[N+](CCCC)(CCCC)CCCC.[F-] (TBAF). Run in CCOC(=O)C (EtOAc). Run at time 8 hour. Yields the product OCCC[C@@]1(CCN(C(O1)=O)[C@@H](C)C1=CC=C(C=C1)COC)C1=CC=CC=C1 ((R)-6-(3-hydroxypropyl)-3-((S)-1-(4-(methoxymethyl)phenyl)ethyl)-6-phenyl-1,3-oxazinan-2-one). Isolated yield 21.3%. Reaction SMILES: [Si]([O:8][CH2:9][CH2:10][CH2:11][C@@:12]1([C:30]2[CH:35]=[CH:34][CH:33]=[CH:32][CH:31]=2)[O:17][C:16](=[O:18])[N:15]([C@H:19]([C:21]2[CH:26]=[CH:25][C:24]([CH2:27][O:28][CH3:29])=[CH:23][CH:22]=2)[CH3:20])[CH2:14][CH2:13]1)(C(C)(C)C)(C)C.CCCC[N+](CCCC)(CCCC)CCCC.[F-]>CCOC(C)=O>[OH:8][CH2:9][CH2:10][CH2:11][C@@:12]1([C:30]2[CH:31]=[CH:32][CH:33]=[CH:34][CH:35]=2)[O:17][C:16](=[O:18])[N:15]([C@H:19]([C:21]2[CH:22]=[CH:23][C:24]([CH2:27][O:28][CH3:29])=[CH:25][CH:26]=2)[CH3:20])[CH2:14][CH2:13]1 |f:1.2|. Procedure: To a solution of (R)-6-(3-(tert-butyldimethylsilyloxy)propyl)-3-((S)-1-(4-(methoxymethyl)phenyl)ethyl)-6-phenyl-1,3-oxazinan-2-one (7 mg, 0.02 mmol) in EtOAc (5 mL) was added TBAF (26.1 mg, 0.10 mmol) at rt, and the mixture was stirred at rt overnight. The mixture was concentrated in vacuo to give the crude product, which was purified by preparative TLC followed by preparative HPLC to afford (R)-6-(3-hydroxypropyl)-3-((S)-1-(4-(methoxymethyl)phenyl)ethyl)-6-phenyl-1,3-oxazinan-2-one (1.63 mg). L...